Dataset: the Open Reaction Database (ORD), a public repository of structured organic reaction records. Task: describe an organic reaction: reactants, conditions, products, and yield Reactants: C1OC=2C=C(C=CC2O1)C1(C(=C(C2=CC=CC=C12)C1=CC2=C(C=C1)OCO2)C(=O)OCC)O (ethyl(1RS)-1,3-di-(3,4-methylenedioxyphenyl)-1-hydroxyindene-2-carboxylate), C(C)[SiH](CC)CC (triethylsilane), ice, B(F)(F)F.CCOCC (boron trifluoride etherate). Run in C(Cl)Cl (CH2Cl2). Conditions: time 10 minute. Product: C1OC=2C=C(C=CC2O1)C1C(=C(C2=CC=CC=C12)C1=CC2=C(C=C1)OCO2)C(=O)OCC (Ethyl(RS)-1,3-Di-(3,4-methylenedioxyphenyl)indene-2-carboxylate). Yield: 92.3%. Reaction SMILES: [CH2:1]1[O:9][C:8]2[CH:7]=[CH:6][C:5]([C:10]3(O)[C:18]4[C:13](=[CH:14][CH:15]=[CH:16][CH:17]=4)[C:12]([C:19]4[CH:24]=[CH:23][C:22]5[O:25][CH2:26][O:27][C:21]=5[CH:20]=4)=[C:11]3[C:28]([O:30][CH2:31][CH3:32])=[O:29])=[CH:4][C:3]=2[O:2]1.C([SiH](CC)CC)C.B(F)(F)F.CCOCC>C(Cl)Cl>[CH2:1]1[O:9][C:8]2[CH:7]=[CH:6][C:5]([CH:10]3[C:18]4[C:13](=[CH:14][CH:15]=[CH:16][CH:17]=4)[C:12]([C:19]4[CH:24]=[CH:23][C:22]5[O:25][CH2:26][O:27][C:21]=5[CH:20]=4)=[C:11]3[C:28]([O:30][CH2:31][CH3:32])=[O:29])=[CH:4][C:3]=2[O:2]1 |f:2.3|. Reported procedure: To a solution of ethyl(1RS)-1,3-di-(3,4-methylenedioxyphenyl)-1-hydroxyindene-2-carboxylate (0.29 g, 0.65 mmol) in CH2Cl2 (3 ml) at 0° C. under an argon atmosphere was added triethylsilane (91 mg, 0.78 mmol), followed by boron trifluoride etherate (0.3 ml, 2.4 mmol). The reaction mixture was stirred for 10 min, at which time was added ice-cold 1M HCl, and the mixture was extracted with EtOAc. The organic extract was washed with saturated aqueous NaCl and dried (MgSO4). The solvent was removed in... Reactants: BrC1=CC(=CC2=C1NC(=N2)N2[C@@H](CN(CC2)C2=C(C=C(C=N2)CO)Cl)C)C(F)(F)F ({6-[(3R)-4-(7-Bromo-5-trifluoromethyl-1H-benzoimidazol-2-yl)-3-methyl-piperazin-1-yl]-5-chloro-pyridin-3-yl}-methanol), C(C)B(C=1C=NC=CC1)CC (3-diethylboranyl-pyridine). The product is ClC=1C=C(C=NC1N1C[C@H](N(CC1)C1=NC2=C(N1)C(=CC(=C2)C(F)(F)F)C=2C=NC=CC2)C)CO ({5-Chloro-6-[(3R)-3-methyl-4-(7-pyridin-3-yl-5-trifluoromethyl-1H-benzoimidazol-2-yl)-piperazin-1-yl]-pyridin-3-yl}-methanol). As a reaction SMILES: Br[C:2]1[C:7]2[NH:8][C:9]([N:11]3[CH2:16][CH2:15][N:14]([C:17]4[N:22]=[CH:21][C:20]([CH2:23][OH:24])=[CH:19][C:18]=4[Cl:25])[CH2:13][C@H:12]3[CH3:26])=[N:10][C:6]=2[CH:5]=[C:4]([C:27]([F:30])([F:29])[F:28])[CH:3]=1.C(B(CC)[C:34]1[CH:35]=[N:36][CH:37]=[CH:38][CH:39]=1)C>>[Cl:25][C:18]1[CH:19]=[C:20]([CH2:23][OH:24])[CH:21]=[N:22][C:17]=1[N:14]1[CH2:15][CH2:16][N:11]([C:9]2[NH:8][C:7]3[C:2]([C:34]4[CH:35]=[N:36][CH:37]=[CH:38][CH:39]=4)=[CH:3][C:4]([C:27]([F:29])([F:30])[F:28])=[CH:5][C:6]=3[N:10]=2)[C@H:12]([CH3:26])[CH2:13]1. Procedure details: {6-[(3R)-4-(7-Bromo-5-trifluoromethyl-1H-benzoimidazol-2-yl)-3-methyl-piperazin-1-yl]-5-chloro-pyridin-3-yl}-methanol (152 mg, 0.3 mmol, Example 151) and 3-diethylboranyl-pyridine (118 mg, 0.6 mmol, Aldrich) reacted under the conditions of Example 158 to give the title compound. MS (ESI, pos. ion) m/z: 503 (M+1). The reactants are ClC1=NC=C(C(=N1)NC1=C(C=CC=C1)S(=O)(=O)N(C)C)Cl (2-((2,5-dichloropyrimidin-4-yl)amino)-N,N-dimethylbenzenesulfonamide), CN1CCN(CC1)CC1=CC=C(N)C=C1 (4-((4-methylpiperazin-1-yl)methyl)aniline). Solvent: C(Cl)Cl.CO (CH2Cl2 CH3OH). The product is ClC=1C(=NC(=NC1)NC1=CC=C(C=C1)CN1CCN(CC1)C)NC1=C(C=CC=C1)S(=O)(=O)N(C)C (2-((5-chloro-2-((4-((4-methylpiperazin-1-yl)methyl)phenyl)amino)pyrimidin-4-yl)amino)-N,N-dimethylbenzenesulfonamide). Yield: 62.0%. Reaction SMILES: Cl[C:2]1[N:7]=[C:6]([NH:8][C:9]2[CH:14]=[CH:13][CH:12]=[CH:11][C:10]=2[S:15]([N:18]([CH3:20])[CH3:19])(=[O:17])=[O:16])[C:5]([Cl:21])=[CH:4][N:3]=1.[CH3:22][N:23]1[CH2:28][CH2:27][N:26]([CH2:29][C:30]2[CH:36]=[CH:35][C:33]([NH2:34])=[CH:32][CH:31]=2)[CH2:25][CH2:24]1>C(Cl)Cl.CO>[Cl:21][C:5]1[C:6]([NH:8][C:9]2[CH:14]=[CH:13][CH:12]=[CH:11][C:10]=2[S:15]([N:18]([CH3:20])[CH3:19])(=[O:17])=[O:16])=[N:7][C:2]([NH:34][C:33]2[CH:32]=[CH:31][C:30]([CH2:29][N:26]3[CH2:25][CH2:24][N:23]([CH3:22])[CH2:28][CH2:27]3)=[CH:36][CH:35]=2)=[N:3][CH:4]=1 |f:2.3|. Procedure details: The title compound was prepared according to synthesis procedure B described above from 2-((2,5-dichloropyrimidin-4-yl)amino)-N,N-dimethylbenzenesulfonamide and 4-((4-methylpiperazin-1-yl)methyl)aniline in 62% yield (yellow solid) after flash chromatography (CH2Cl2/CH3OH 99:1 gradually increasing to 95:5). 1H NMR (400 MHz, CDCl3): δ 8.53 (d, 1H, J=8.2 Hz), 8.11 (s, 1H), 7.84 (dd, 1H, J=8.2, 1.3 Hz), 7.54 (m, 1H), 7.45 (d, 2H, J=8.2 Hz), 7.22 (m, 3H), 3.47 (s, 2H), 2.72 (s, 6H), 2.48 (bs, 8H), 2.... The reactants are COC1=CC2=C(CC(N(CC2)CCCCl)=O)C=C1OC (3-(7,8-dimethoxy-1,3,4,5-tetrahydro-2H-3-benzazepin-2-on-3-yl)-1-chloropropane), NC1=C(C=C(C=C1Br)NCCN)Br (2-(4-amino-3,5-dibromophenylamino)-ethylamine). Product: COC1=CC2=C(CC(N(CC2)CCCNCCNC2=CC(=C(C(=C2)Br)N)Br)=O)C=C1OC (N-[3-(7,8-Dimethoxy-1,3,4,5-tetrahydro-2H-3-benzazepin-2-on-3-yl)-propyl]-2-(4-amino-3,5-dibromophenylamino)-ethylamine). As a reaction SMILES: [CH3:1][O:2][C:3]1[C:18]([O:19][CH3:20])=[CH:17][C:6]2[CH2:7][C:8](=[O:16])[N:9]([CH2:12][CH2:13][CH2:14]Cl)[CH2:10][CH2:11][C:5]=2[CH:4]=1.[NH2:21][C:22]1[C:27]([Br:28])=[CH:26][C:25]([NH:29][CH2:30][CH2:31][NH2:32])=[CH:24][C:23]=1[Br:33]>>[CH3:1][O:2][C:3]1[C:18]([O:19][CH3:20])=[CH:17][C:6]2[CH2:7][C:8](=[O:16])[N:9]([CH2:12][CH2:13][CH2:14][NH:32][CH2:31][CH2:30][NH:29][C:25]3[CH:24]=[C:23]([Br:33])[C:22]([NH2:21])=[C:27]([Br:28])[CH:26]=3)[CH2:10][CH2:11][C:5]=2[CH:4]=1. Procedure details: The title compound is prepared from 3-(7,8-dimethoxy-1,3,4,5-tetrahydro-2H-3-benzazepin-2-on-3-yl)-1-chloropropane and 2-(4-amino-3,5-dibromophenylamino)-ethylamine analogously to Example 1. Starting materials: Cc1nc(CS(=O)(=O)[O-])cs1, [Na+], O=P(Cl)(Cl)Cl. Product: Cc1nc(CS(=O)(=O)Cl)cs1. Reaction SMILES: [CH3:1][c:2]1[s:3][cH:4][c:5]([CH2:7][S:8](=[O:9])(=[O:10])[O-:11])[n:6]1.[Na+:12].[P:13]([Cl:14])([Cl:15])([Cl:16])=[O:17]>>[CH3:1][c:2]1[s:3][cH:4][c:5]([CH2:7][S:8](=[O:9])(=[O:11])[Cl:15])[n:6]1. The reactants are FC(F)(F)c1ccc(-c2cc(C(F)(F)F)nc(Cl)n2)cn1, OB(O)c1ccnc(Cl)c1. Yields the product FC(F)(F)c1ccc(-c2cc(C(F)(F)F)nc(-c3ccnc(Cl)c3)n2)cn1. As a reaction SMILES: [Cl:1][c:2]1[n:3][c:4](-[c:12]2[cH:13][n:14][c:15]([C:18]([F:19])([F:20])[F:21])[cH:16][cH:17]2)[cH:5][c:6]([C:8]([F:9])([F:10])[F:11])[n:7]1.[Cl:22][c:23]1[n:24][cH:25][cH:26][c:27]([B:29]([OH:30])[OH:31])[cH:28]1>>[c:2]1(-[c:27]2[cH:26][cH:25][n:24][c:23]([Cl:22])[cH:28]2)[n:3][c:4](-[c:12]2[cH:13][n:14][c:15]([C:18]([F:19])([F:20])[F:21])[cH:16][cH:17]2)[cH:5][c:6]([C:8]([F:9])([F:10])[F:11])[n:7]1.